describe an organic reaction: reactants, conditions, products, and yield From a dataset of the Open Reaction Database (ORD), a public repository of structured organic reaction records. The reactants are C(O)([O-])=O.[Na+] (Sodium hydrogen carbonate), C(C)(=O)OCC (ethyl acetate), C(#C)C1=CC=C(C=C1)[C@@H]1[C@H](N(C(O1)(C)C)C(=O)OC(C)(C)C)CF ((4S,5R)-tert-butyl 5-(4-ethynylphenyl)-4-(fluoromethyl)-2,2-dimethyloxazolidine-3-carboxylate), Cl/C(/C(=O)OCC)=N/O ((E)-ethyl 2-chloro-2-(hydroxyimino)-acetate). Solvent: CN(C=O)C (dimethylformamide). Conditions: time 8 hour. The product is C(C)(C)(C)OC(=O)N1C(O[C@@H]([C@H]1CF)C1=CC=C(C=C1)C1=CC(=NO1)C(=O)OCC)(C)C (ethyl 5-(4-((4S,5R)-3-(tert-butoxycarbonyl)-4-(fluoromethyl)-2,2-dimethyloxazolidin-5-yl)phenyl)isoxazole-3-carboxylate). The yield is 31.6%. RXN SMILES: C(OCC)(=O)C.[C:7]([C:9]1[CH:14]=[CH:13][C:12]([C@H:15]2[O:19][C:18]([CH3:21])([CH3:20])[N:17]([C:22]([O:24][C:25]([CH3:28])([CH3:27])[CH3:26])=[O:23])[C@@H:16]2[CH2:29][F:30])=[CH:11][CH:10]=1)#[CH:8].Cl/[C:32](=[N:38]/[OH:39])/[C:33]([O:35][CH2:36][CH3:37])=[O:34].C(=O)([O-])O.[Na+]>CN(C)C=O>[C:25]([O:24][C:22]([N:17]1[C@H:16]([CH2:29][F:30])[C@@H:15]([C:12]2[CH:11]=[CH:10][C:9]([C:7]3[O:39][N:38]=[C:32]([C:33]([O:35][CH2:36][CH3:37])=[O:34])[CH:8]=3)=[CH:14][CH:13]=2)[O:19][C:18]1([CH3:21])[CH3:20])=[O:23])([CH3:28])([CH3:27])[CH3:26] |f:3.4|. Procedure: To an ethyl acetate (20 ml) solution of (4S,5R)-tert-butyl 5-(4-ethynylphenyl)-4-(fluoromethyl)-2,2-dimethyloxazolidine-3-carboxylate (1.35 g, 4.0 mmol) is added a dimethylformamide solution of (E)-ethyl 2-chloro-2-(hydroxyimino)-acetate (12.5 ml, 1.5 g, 2.5 equiv). Sodium hydrogen carbonate (3.5 g) is added to the solution and it is allowed to stir overnight at room temperature. The mixture is filtered and diluted with ethyl acetate (100 ml). After washing with water (4×25 ml) the organic phase... Reactants: Nc1ccccc1Br, ClCC=Cc1ccccc1, ClCCl, N#N, [Na+], O=C([O-])O, c1ccncc1. Product: O=C(C=Cc1ccccc1)Nc1ccccc1Br. Reaction SMILES: [Br:1][c:2]1[c:3]([NH2:4])[cH:5][cH:6][cH:7][cH:8]1.[CH2:15]([CH:16]=[CH:17][c:18]1[cH:19][cH:20][cH:21][cH:22][cH:23]1)[Cl:24].[Cl:30][CH2:31][Cl:32].[N:33]#[N:34].[Na+:29].[O-:25][C:26]([OH:27])=[O:28].[cH:9]1[cH:10][cH:11][n:12][cH:13][cH:14]1>>[Br:1][c:2]1[c:3]([NH:4][C:15]([CH:16]=[CH:17][c:18]2[cH:19][cH:20][cH:21][cH:22][cH:23]2)=[O:25])[cH:5][cH:6][cH:7][cH:8]1. Starting materials: CS(C)=O, CC(C)(O)C1CCN(Cc2ccc3nc(Cl)nc(N4CCOCC4)c3n2)CC1, N#CCc1nc2ccccc2[nH]1. Product: CC(C)(O)C1CCN(Cc2ccc3nc(-n4c(CC#N)nc5ccccc54)nc(N4CCOCC4)c3n2)CC1. As a reaction SMILES: [CH3:41][S:42]([CH3:43])=[O:44].[Cl:1][c:2]1[n:3][c:4]([N:23]2[CH2:24][CH2:25][O:26][CH2:27][CH2:28]2)[c:5]2[c:6]([n:7]1)[cH:8][cH:9][c:10]([CH2:12][N:13]1[CH2:14][CH2:15][CH:16]([C:19]([CH3:20])([CH3:21])[OH:22])[CH2:17][CH2:18]1)[n:11]2.[nH:29]1[c:30]([CH2:38][C:39]#[N:40])[n:31][c:32]2[c:33]1[cH:34][cH:35][cH:36][cH:37]2>>[c:2]1(-[n:29]2[c:30]([CH2:38][C:39]#[N:40])[n:31][c:32]3[c:33]2[cH:34][cH:35][cH:36][cH:37]3)[n:3][c:4]([N:23]2[CH2:24][CH2:25][O:26][CH2:27][CH2:28]2)[c:5]2[c:6]([n:7]1)[cH:8][cH:9][c:10]([CH2:12][N:13]1[CH2:14][CH2:15][CH:16]([C:19]([CH3:20])([CH3:21])[OH:22])[CH2:17][CH2:18]1)[n:11]2. Reactants: C(C)OC(=O)C=1N=C(C2=CC(=CC=C2C1O)OC1=C(C=CC(=C1)F)Cl)C#N (7-(2-chloro-5-fluoro-phenoxy)-1-cyano-4-hydroxy-isoquinoline-3-carboxylic acid ethyl ester), C(C)(C)(C)OC(C(CN)(C)C)=O (3-amino-2,2-dimethyl-propionic acid tert-butyl ester). Solvent: CCO (EtOH). Yields the product C(C)(C)(C)OC(C(CNC(=O)C=1N=C(C2=CC(=CC=C2C1O)OC1=C(C=CC(=C1)F)Cl)C#N)(C)C)=O (3-{[7-(2-Chloro-5-fluoro-phenoxy)-1-cyano-4-hydroxy-isoquinoline-3-carbonyl]amino}-2,2-dimethyl-propionic acid tert-butyl ester). The yield is 95.3%. As a reaction SMILES: C(O[C:4]([C:6]1[N:7]=[C:8]([C:26]#[N:27])[C:9]2[C:14]([C:15]=1[OH:16])=[CH:13][CH:12]=[C:11]([O:17][C:18]1[CH:23]=[C:22]([F:24])[CH:21]=[CH:20][C:19]=1[Cl:25])[CH:10]=2)=[O:5])C.[C:28]([O:32][C:33](=[O:39])[C:34]([CH3:38])([CH3:37])[CH2:35][NH2:36])([CH3:31])([CH3:30])[CH3:29]>CCO>[C:28]([O:32][C:33](=[O:39])[C:34]([CH3:38])([CH3:37])[CH2:35][NH:36][C:4]([C:6]1[N:7]=[C:8]([C:26]#[N:27])[C:9]2[C:14]([C:15]=1[OH:16])=[CH:13][CH:12]=[C:11]([O:17][C:18]1[CH:23]=[C:22]([F:24])[CH:21]=[CH:20][C:19]=1[Cl:25])[CH:10]=2)=[O:5])([CH3:31])([CH3:29])[CH3:30]. Procedure details: A mixture of 7-(2-chloro-5-fluoro-phenoxy)-1-cyano-4-hydroxy-isoquinoline-3-carboxylic acid ethyl ester (15 mg) and 3-amino-2,2-dimethyl-propionic acid tert-butyl ester (19 mg) in EtOH (0.7 mL) was microwaved at 150° C. for 2 h. The mixture was cooled, concentrated and the residue was column purified to give the desired product (19 mg). LC MS ESI+: 514 (M+1)+. Starting materials: CCOC(=O)C1=C(C)NC(C=O)=C(C(=O)OCC)C1c1ccccc1C(=O)OC, CC(=O)[O-], CC(=O)O, Cl, NO, [Na+]. Yields the product CCOC(=O)C1=C(C)NC(C=NO)=C(C(=O)OCC)C1c1ccccc1C(=O)OC. Reaction SMILES: [CH3:1][C:2]1=[C:7]([C:8](=[O:9])[O:10][CH2:11][CH3:12])[CH:6]([c:13]2[c:14]([C:19](=[O:20])[O:21][CH3:22])[cH:15][cH:16][cH:17][cH:18]2)[C:5]([C:23](=[O:24])[O:25][CH2:26][CH3:27])=[C:4]([CH:28]=[O:29])[NH:3]1.[CH3:34][C:35](=[O:36])[O-:37].[CH3:38][C:39](=[O:40])[OH:41].[ClH:30].[NH2:31][OH:32].[Na+:33]>>[CH3:1][C:2]1=[C:7]([C:8](=[O:9])[O:10][CH2:11][CH3:12])[CH:6]([c:13]2[c:14]([C:19](=[O:20])[O:21][CH3:22])[cH:15][cH:16][cH:17][cH:18]2)[C:5]([C:23](=[O:24])[O:25][CH2:26][CH3:27])=[C:4]([CH:28]=[N:31][OH:32])[NH:3]1.